This data is from the Open Reaction Database (ORD), a public repository of structured organic reaction records. The task is: describe an organic reaction: reactants, conditions, products, and yield Reactants: CC(C)(N)C(=O)O, O=C(Cl)CCl, Cl, [Na+], [OH-], O. The product is CC(C)(NC(=O)CCl)C(=O)O. As a reaction SMILES: [CH3:1][C:2]([CH3:3])([NH2:4])[C:5]([OH:6])=[O:7].[Cl:10][CH2:11][C:12](=[O:13])[Cl:14].[ClH:15].[Na+:9].[OH-:8].[OH2:16]>>[CH3:1][C:2]([CH3:3])([NH:4][C:12]([CH2:11][Cl:10])=[O:13])[C:5]([OH:6])=[O:7]. Starting materials: CC(C)NC(=O)C1OC1c1ccccc1, CO, C[O-], CO, CC#N, [Na+], [Na], C1COCCOCCOCCOCCOCCO1, O, Oc1ccccc1. Product: CC(C)NC(=O)C(O)C(Oc1ccccc1)c1ccccc1. Reaction SMILES: [CH3:27][CH:28]([CH3:29])[NH:30][C:31](=[O:32])[CH:33]1[O:34][CH:35]1[c:36]1[cH:37][cH:38][cH:39][cH:40][cH:41]1.[CH3:42][OH:43].[CH3:44][O-:45].[CH3:47][OH:48].[CH3:49][C:50]#[N:51].[Na+:46].[Na:8].[O:9]1[CH2:10][CH2:11][O:12][CH2:13][CH2:14][O:15][CH2:16][CH2:17][O:18][CH2:19][CH2:20][O:21][CH2:22][CH2:23][O:24][CH2:25][CH2:26]1.[OH2:52].[OH:1][c:2]1[cH:3][cH:4][cH:5][cH:6][cH:7]1>>[O:1]([c:2]1[cH:3][cH:4][cH:5][cH:6][cH:7]1)[CH:35]([CH:33]([C:31]([NH:30][CH:28]([CH3:27])[CH3:29])=[O:32])[OH:34])[c:36]1[cH:37][cH:38][cH:39][cH:40][cH:41]1. Procedure: 1,000 g of a distillate prepared as described above (74.2% of benzyl benzoate, 13.4% of benzoic acid and 10.0% of phenylbenzoic acid) are chlorinated at 160° C. under irradiation with UV light (mercury vapour lamp). After 5 hours, the mixture has increased in weight by approx. 260 g by absorption of chlorine. 330 g of benzotrichloride and 1,1 g of FeCl3 are added dropwise to the mixture at 150° C. to convert benzoic acid which is still present and benzoic acid anhydride which has been formed int... Yields the product C(C1=CC=CC=C1)(=O)OC(C1=CC=CC=C1)=O (benzoic acid anhydride), C(C1=CC=CC=C1)(=O)Cl (benzoyl chloride). Reagents/catalysts: [Hg] (mercury). Starting materials: C(C1=CC=CC=C1)(=O)O (benzoic acid), C1(=CC=CC=C1)C1=C(C(=O)O)C=CC=C1 (phenylbenzoic acid), ClCl (chlorine), C(C1=CC=CC=C1)(=O)OCC1=CC=CC=C1 (benzyl benzoate), C(C1=CC=CC=C1)(=O)O (benzoic acid), C1(=CC=CC=C1)C(Cl)(Cl)Cl (benzotrichloride), FeCl3. Reaction conditions: time 5 hour. As a reaction SMILES: [C:1]([O:9][CH2:10][C:11]1[CH:16]=[CH:15][CH:14]=[CH:13][CH:12]=1)(=[O:8])[C:2]1[CH:7]=[CH:6][CH:5]=[CH:4][CH:3]=1.[C:17]([OH:25])(=[O:24])[C:18]1[CH:23]=[CH:22][CH:21]=[CH:20][CH:19]=1.C1(C2C=CC=CC=2C(O)=O)C=CC=CC=1.ClCl.C1(C(Cl)(Cl)[Cl:50])C=CC=CC=1>[Hg]>[C:1]([O:9][C:10](=[O:24])[C:11]1[CH:16]=[CH:15][CH:14]=[CH:13][CH:12]=1)(=[O:8])[C:2]1[CH:3]=[CH:4][CH:5]=[CH:6][CH:7]=1.[C:17]([Cl:50])(=[O:25])[C:18]1[CH:23]=[CH:22][CH:21]=[CH:20][CH:19]=1. Starting materials: C1(=CC=CC=C1)C=1N=COC1 (4-Phenyl oxazole), C1(=CC=CC=C1)C#CC(=O)OCC (ethyl phenylpropiolate). The solvent is C(C)(=O)OCC (ethyl acetate). Reaction conditions: temperature 220 celsius. The product is C(C)OC(=O)C1=COC=C1C1=CC=CC=C1 (4-phenylfuran-3-carboxylic acid ethyl ester). Isolated yield 78.4%. Reaction SMILES: [C:1]1([C:7]2N=[CH:9][O:10][CH:11]=2)[CH:6]=[CH:5][CH:4]=[CH:3][CH:2]=1.C1(C#[C:19][C:20]([O:22][CH2:23][CH3:24])=[O:21])C=CC=CC=1>C(OCC)(=O)C>[CH2:23]([O:22][C:20]([C:19]1[C:7]([C:1]2[CH:6]=[CH:5][CH:4]=[CH:3][CH:2]=2)=[CH:11][O:10][CH:9]=1)=[O:21])[CH3:24]. Reported procedure: Mix 4-Phenyl oxazole (3.33 g, 23.0 mmol) and ethyl phenylpropiolate (4.0 g, 23.0 mmol) in a sealed tube and heat at 220° C. for 20 hours. Perform flash-chromatography on silica gel eluting with 4:1 Hex/ethyl acetate to afford 3.9 g of 4-phenylfuran-3-carboxylic acid ethyl ester as a yellow oil. MS: m/e=217 (MH+). Starting materials: Fc1ccc(-c2nncc(-c3ccc(F)c(Br)c3)n2)c(F)c1, CC1(C)OB(c2cccc(F)c2C#N)OC1(C)C. The product is N#Cc1c(F)cccc1-c1cc(-c2cnnc(-c3ccc(F)cc3F)n2)ccc1F. RXN SMILES: [Br:1][c:2]1[cH:3][c:4](-[c:9]2[n:10][c:11](-[c:15]3[c:16]([F:22])[cH:17][c:18]([F:21])[cH:19][cH:20]3)[n:12][n:13][cH:14]2)[cH:5][cH:6][c:7]1[F:8].[F:23][c:24]1[cH:25][cH:26][cH:27][c:28]([B:32]2[O:33][C:34]([CH3:35])([CH3:36])[C:37]([CH3:38])([CH3:39])[O:40]2)[c:29]1[C:30]#[N:31]>>[c:2]1(-[c:28]2[cH:27][cH:26][cH:25][c:24]([F:23])[c:29]2[C:30]#[N:31])[cH:3][c:4](-[c:9]2[n:10][c:11](-[c:15]3[c:16]([F:22])[cH:17][c:18]([F:21])[cH:19][cH:20]3)[n:12][n:13][cH:14]2)[cH:5][cH:6][c:7]1[F:8]. The reactants are OC1=CC=C(C=O)C=C1 (4-hydroxybenzaldehyde), C([O-])([O-])=O.[K+].[K+] (potassium carbonate), CC1=CC=C(C=C1)S(=O)(=O)OCC(C(F)(F)F)(F)F (2,2,3,3,3-pentafluoropropyl 4-methylbenzenesulfonate). The solvent is C(C)(=O)OCC (ethyl acetate), CN(C)C=O (DMF). Reaction conditions: time 30 minute. Yields the product FC(COC1=CC=C(C=O)C=C1)(C(F)(F)F)F (4-(2,2,3,3,3-pentafluoropropoxy)benzaldehyde). Isolated yield 30.2%. Reaction SMILES: [OH:1][C:2]1[CH:9]=[CH:8][C:5]([CH:6]=[O:7])=[CH:4][CH:3]=1.C(=O)([O-])[O-].[K+].[K+].CC1C=CC(S(O[CH2:27][C:28]([F:34])([F:33])[C:29]([F:32])([F:31])[F:30])(=O)=O)=CC=1>CN(C=O)C.C(OCC)(=O)C>[F:33][C:28]([F:34])([C:29]([F:32])([F:31])[F:30])[CH2:27][O:1][C:2]1[CH:9]=[CH:8][C:5]([CH:6]=[O:7])=[CH:4][CH:3]=1 |f:1.2.3|. Reported procedure: A solution of 4-hydroxybenzaldehyde (2 g, 16.7 mmol) in DMF (33 mL) was stirred as solid potassium carbonate (4.1 g, 29.7 mmol) was added, and the reaction mixture was then stirred at RT. After 30 min, solid 2,2,3,3,3-pentafluoropropyl 4-methylbenzenesulfonate (5 g, 16.4 mmol) was added into the reaction mixture. The mixture was stirred and heated at 100° C. for 7 h. The reaction mixture was allowed to cool, diluted with ethyl acetate, washed with water (3×) and brine, and concentrated. Purifica... The reactants are ClC(CCC1=C2C=CC=NC2=C(C=C1)C1=CC=C(C(=O)OC)C=C1)=O (methyl 4-(5-(3-chloro-3-oxopropyl)quinolin-8-yl)benzoate), CN1CCNCC1 (1-methylpiperazine), N1=CC=CC=C1 (pyridine). The solvent is O1CCOCC1 (dioxane). The product is CN1CCN(CC1)C(CCC1=C2C=CC=NC2=C(C=C1)C1=CC=C(C(=O)OC)C=C1)=O (methyl 4-(5-(3-(4-methylpiperazin-1-yl)-3-oxopropyl)quinolin-8-yl)benzoate). RXN SMILES: Cl[C:2](=[O:25])[CH2:3][CH2:4][C:5]1[CH:14]=[CH:13][C:12]([C:15]2[CH:24]=[CH:23][C:18]([C:19]([O:21][CH3:22])=[O:20])=[CH:17][CH:16]=2)=[C:11]2[C:6]=1[CH:7]=[CH:8][CH:9]=[N:10]2.[CH3:26][N:27]1[CH2:32][CH2:31][NH:30][CH2:29][CH2:28]1.N1C=CC=CC=1>O1CCOCC1>[CH3:26][N:27]1[CH2:32][CH2:31][N:30]([C:2](=[O:25])[CH2:3][CH2:4][C:5]2[CH:14]=[CH:13][C:12]([C:15]3[CH:24]=[CH:23][C:18]([C:19]([O:21][CH3:22])=[O:20])=[CH:17][CH:16]=3)=[C:11]3[C:6]=2[CH:7]=[CH:8][CH:9]=[N:10]3)[CH2:29][CH2:28]1. Procedure: A mixture of Example 201I (300 mg, 0.85 mmol), 1-methylpiperazine (111 mg, 1.11 mmol), and pyridine (74 mg, 0.94 mmol) in dioxane (4 mL) at room temperature was stirred for 75 minutes and purified by flash column chromatography on silica gel with 90:10:0.5 dichloromethane/methanol/concentrated ammonium hydroxide to provide the desired product. Reactants: C1(O)=CC=C(O)C=C1 (Hydroquinone), C(=C)OCCCN (3-amino-1-propanol vinyl ether), C=O (Paraformaldehyde). Run in C1(=CC=CC=C1)C (toluene). Product: O1NC=CC2=C1C=CC=C2 (Benzoxazine). RXN SMILES: [C:1]1([CH:8]=[CH:7][C:5]([OH:6])=[CH:4][CH:3]=1)O.C(OC[CH2:13][CH2:14][NH2:15])=C.C=O>C1(C)C=CC=CC=1>[O:6]1[C:5]2[CH:4]=[CH:3][CH:1]=[CH:8][C:7]=2[CH:13]=[CH:14][NH:15]1. Reported procedure: Hydroquinone (8.23 grams, 75 mmole), 3-amino-1-propanol vinyl ether (15.1 grams, 150 mmole), and toluene (100 mL) were placed in a 250 mL round bottom flask. Paraformaldehyde (9.0 grams, equivalent to 300 mmole of formaldehyde) was then added to the flask. The flask was then equipped with a magnetic stir bar, a Dean-Stark trap, and condenser. The mixture was stirred and heated to reflux under an argon blanket. A total of 5.2 milliliters (96% of theory) of water was collected in the trap after tw... Reactants: C(#N)C1=NC=CC(=C1)C=1C(=NN(C1)C1CCOCC1)C=1C(=C(C=CC1)N(S(=O)(=O)C1=C(C=CC(=C1)F)F)COC)F (N-{3-[4-(2-cyano-pyridin-4-yl)-1-(tetrahydro-pyran-4-yl)-1H-pyrazol-3-yl]-2-fluoro-phenyl}-2,5-difluoro-N-methoxymethyl-benzenesulfonamide), O1CCOCC1 (dioxane), Cl (HCl). Solvent: O (water), [OH-].[Na+] (NaOH). Reaction conditions: time 8 hour. The product is FC1=C(C=C(C=C1)F)S(=O)(=O)NC=1C(=C(C=CC1)C1=NN(C=C1C1=CC(=NC=C1)C(=O)N)C1CCOCC1)F (4-[3-(3-{[(2,5-difluorophenyl)sulfonyl]amino}-2-fluorophenyl)-1-(tetrahydro-2H-pyran-4-yl)-1H-pyrazol-4-yl]pyridine-2-carboxamide). RXN SMILES: [C:1]([C:3]1[CH:8]=[C:7]([C:9]2[C:10]([C:20]3[C:21]([F:41])=[C:22]([N:26](COC)[S:27]([C:30]4[CH:35]=[C:34]([F:36])[CH:33]=[CH:32][C:31]=4[F:37])(=[O:29])=[O:28])[CH:23]=[CH:24][CH:25]=3)=[N:11][N:12]([CH:14]3[CH2:19][CH2:18][O:17][CH2:16][CH2:15]3)[CH:13]=2)[CH:6]=[CH:5][N:4]=1)#[N:2].Cl.[O:43]1CCOCC1>O.[OH-].[Na+]>[F:37][C:31]1[CH:32]=[CH:33][C:34]([F:36])=[CH:35][C:30]=1[S:27]([NH:26][C:22]1[C:21]([F:41])=[C:20]([C:10]2[C:9]([C:7]3[CH:6]=[CH:5][N:4]=[C:3]([C:1]([NH2:2])=[O:43])[CH:8]=3)=[CH:13][N:12]([CH:14]3[CH2:19][CH2:18][O:17][CH2:16][CH2:15]3)[N:11]=2)[CH:25]=[CH:24][CH:23]=1)(=[O:29])=[O:28] |f:4.5|. Procedure details: To a solution of N-{3-[4-(2-cyano-pyridin-4-yl)-1-(tetrahydro-pyran-4-yl)-1H-pyrazol-3-yl]-2-fluoro-phenyl}-2,5-difluoro-N-methoxymethyl-benzenesulfonamide (60 mg, 0.103 mmol) in dioxane (2 mL) concentrated HCl was added (0.5 mL) and the mixture was stirred at room temperature overnight. After two more additions of concentrated HCl (0.5 mL each) and 5 more hours of stirring, the reaction mixture was diluted with water and neutralized with 32% NaOH. It was then extracted with ethyl acetate. The c... The reactants are OC(C[C@@]1(CCN(C(O1)=O)[C@@H](C)C1=CC=C(C=C1)B1OC(C(O1)(C)C)(C)C)C1=CC=CC=C1)(C)C ((S)-6-(2-hydroxy-2-methylpropyl)-6-phenyl-3-{(S)-1-[4-(4,4,5,5-tetramethyl-1,3,2-dioxaborolan-2-yl)phenyl]ethyl}-1,3-oxazinan-2-one), C(C)(C)(C)OC(=O)N1CC(C1)N1C(C=C(C=C1)Br)=O (3-(4-bromo-2-oxo-2H-pyridin-1-yl)-azetidine-1-carboxylic acid tert-butyl ester). Product: N1CC(C1)N1C(C=C(C=C1)C1=CC=C(C=C1)[C@H](C)N1C(O[C@](CC1)(C1=CC=CC=C1)CC(C)(C)O)=O)=O (3-((S)-1-{4-[1-(azetidin-3-yl)-2-oxo-1,2-dihydropyridin-4-yl]phenyl}ethyl)-(S)-6-(2-hydroxy-2-methylpropyl)-6-phenyl-1,3-oxazinan-2-one). Reaction SMILES: [OH:1][C:2]([CH3:35])([CH3:34])[CH2:3][C@@:4]1([C:28]2[CH:33]=[CH:32][CH:31]=[CH:30][CH:29]=2)[O:9][C:8](=[O:10])[N:7]([C@H:11]([C:13]2[CH:18]=[CH:17][C:16](B3OC(C)(C)C(C)(C)O3)=[CH:15][CH:14]=2)[CH3:12])[CH2:6][CH2:5]1.C(OC([N:43]1[CH2:46][CH:45]([N:47]2[CH:52]=[CH:51][C:50](Br)=[CH:49][C:48]2=[O:54])[CH2:44]1)=O)(C)(C)C>>[NH:43]1[CH2:44][CH:45]([N:47]2[CH:52]=[CH:51][C:50]([C:16]3[CH:15]=[CH:14][C:13]([C@@H:11]([N:7]4[CH2:6][CH2:5][C@:4]([CH2:3][C:2]([OH:1])([CH3:34])[CH3:35])([C:28]5[CH:33]=[CH:32][CH:31]=[CH:30][CH:29]=5)[O:9][C:8]4=[O:10])[CH3:12])=[CH:18][CH:17]=3)=[CH:49][C:48]2=[O:54])[CH2:46]1. Reported procedure: The title compound was prepared from (S)-6-(2-hydroxy-2-methylpropyl)-6-phenyl-3-{(S)-1-[4-(4,4,5,5-tetramethyl-1,3,2-dioxaborolan-2-yl)phenyl]ethyl}-1,3-oxazinan-2-one and 3-(4-bromo-2-oxo-2H-pyridin-1-yl)-azetidine-1-carboxylic acid tert-butyl ester following a procedure analogous to that described in Example 26, followed by removal of the tert-butoxycarbonyl group using F3CCO2H in CH2Cl2. LC (method 4): tR=0.82 min; Mass spectrum (ESI+): m/z=502 [M+H]+; 1H NMR (CDCl3) δ 1.05 (s, 3H), 1.12 (s,...